This data is from the Open Reaction Database (ORD), a public repository of structured organic reaction records. The task is: describe an organic reaction: reactants, conditions, products, and yield The reactants are O=C(Cc1cc(Br)ccn1)c1ccc(F)cc1, CCO, CCOC(C)=O, Cl, NO, O, c1ccncc1. Product: ON=C(Cc1cc(Br)ccn1)c1ccc(F)cc1. RXN SMILES: [Br:1][c:2]1[cH:3][c:4]([CH2:8][C:9](=[O:10])[c:11]2[cH:12][cH:13][c:14]([F:17])[cH:15][cH:16]2)[n:5][cH:6][cH:7]1.[CH3:18][CH2:19][OH:20].[CH3:31][CH2:32][O:33][C:34](=[O:35])[CH3:36].[ClH:27].[NH2:28][OH:29].[OH2:30].[cH:21]1[cH:22][cH:23][n:24][cH:25][cH:26]1>>[Br:1][c:2]1[cH:3][c:4]([CH2:8][C:9]([c:11]2[cH:12][cH:13][c:14]([F:17])[cH:15][cH:16]2)=[N:28][OH:29])[n:5][cH:6][cH:7]1. Starting materials: CNCCNC (N,N′-dimethylethylenediamine), BrC1=CC(=C(C=C1)C(=O)N1CCN(CC1)C1=NC=C(C=C1C)C)F ((4-bromo-2-fluorophenyl) [4-(3,5-dimethylpyridin-2-yl)piperazin-1-yl]methanone), COC1=CC=C(CN2C(NC(C2)(C)C)=O)C=C1 (1-(4-methoxybenzyl)-4,4-dimethylimidazolidin-2-one), C([O-])([O-])=O.[Cs+].[Cs+] (cesium carbonate). Reagents/catalysts: [Cu]I (copper(I) iodide). The solvent is O1CCOCC1 (1,4-dioxane), O (water). Yields the product CC=1C(=NC=C(C1)C)N1CCN(CC1)C(=O)C1=C(C=C(C=C1)N1C(N(CC1(C)C)CC1=CC=C(C=C1)OC)=O)F (3-{4-[4-(3,5-dimethylpyridin-2-yl)piperazine-1-carbonyl]-3-fluorophenyl}-1-(4-methoxybenzyl)-4,4-dimethylimidazolidin-2-one). Reaction SMILES: Br[C:2]1[CH:7]=[CH:6][C:5]([C:8]([N:10]2[CH2:15][CH2:14][N:13]([C:16]3[C:21]([CH3:22])=[CH:20][C:19]([CH3:23])=[CH:18][N:17]=3)[CH2:12][CH2:11]2)=[O:9])=[C:4]([F:24])[CH:3]=1.[CH3:25][O:26][C:27]1[CH:41]=[CH:40][C:30]([CH2:31][N:32]2[CH2:36][C:35]([CH3:38])([CH3:37])[NH:34][C:33]2=[O:39])=[CH:29][CH:28]=1.C(=O)([O-])[O-].[Cs+].[Cs+].CNCCNC>[Cu]I.O.O1CCOCC1>[CH3:22][C:21]1[C:16]([N:13]2[CH2:14][CH2:15][N:10]([C:8]([C:5]3[CH:6]=[CH:7][C:2]([N:34]4[C:35]([CH3:38])([CH3:37])[CH2:36][N:32]([CH2:31][C:30]5[CH:40]=[CH:41][C:27]([O:26][CH3:25])=[CH:28][CH:29]=5)[C:33]4=[O:39])=[CH:3][C:4]=3[F:24])=[O:9])[CH2:11][CH2:12]2)=[N:17][CH:18]=[C:19]([CH3:23])[CH:20]=1 |f:2.3.4|. Reported procedure: To a mixture of (4-bromo-2-fluorophenyl) [4-(3,5-dimethylpyridin-2-yl)piperazin-1-yl]methanone (157 mg) described in Preparation Example 114, 1-(4-methoxybenzyl)-4,4-dimethylimidazolidin-2-one (112 mg) described in Preparation Example 54, cesium carbonate (261 mg) and copper(I) iodide (38 mg) were added 1,4-dioxane (10 mL) and N,N′-dimethylethylenediamine (43 μL), and the mixture was stirred with heating under reflux for 32 hr. The reaction mixture was cooled, water was added, and the mixture wa... As a reaction SMILES: [OH:1][PH:2]([CH:4]([CH:21]([C:32]([O:34][CH2:35][C:36]1[CH:41]=[CH:40][CH:39]=[CH:38][CH:37]=1)=[O:33])[C:22]([O:24][CH2:25][C:26]1[CH:31]=[CH:30][CH:29]=[CH:28][CH:27]=1)=[O:23])[CH2:5][CH2:6][CH2:7][CH2:8][CH2:9][N:10]1[C:14](=[O:15])[C:13]2=[CH:16][CH:17]=[CH:18][CH:19]=[C:12]2[C:11]1=[O:20])=[O:3].[CH2:42](I)[CH:43]([CH3:45])[CH3:44]>CS(C)=O>[OH:3][PH:2]([CH:4]([C:21]([CH2:42][CH:43]([CH3:45])[CH3:44])([C:32]([O:34][CH2:35][C:36]1[CH:41]=[CH:40][CH:39]=[CH:38][CH:37]=1)=[O:33])[C:22]([O:24][CH2:25][C:26]1[CH:27]=[CH:28][CH:29]=[CH:30][CH:31]=1)=[O:23])[CH2:5][CH2:6][CH2:7][CH2:8][CH2:9][N:10]1[C:14](=[O:15])[C:13]2=[CH:16][CH:17]=[CH:18][CH:19]=[C:12]2[C:11]1=[O:20])=[O:1]. Procedure: 3.6 g of dibenzyl 2-(6-phthalimidohexylidene)malonate were added to a solution of 0.88 g of crystalline hypophosphorus acid in 10 ml of dry dichloromethane, the solution was cooled to 0° and then 2.8 g of triethylamine and 2.8 g of trimethylsilyl chloride were added. After stirring at room temperature for 3 hours, the mixture was poured into 60 ml of 1M hydrochloric acid and the resulting solution was extracted four times with dichloromethane. The combined extracts were dried and evaporated to g... The solvent is CS(=O)C (dimethyl sulphoxide). Product: OP(=O)C(CCCCCN1C(C=2C(C1=O)=CC=CC2)=O)C(C(=O)OCC2=CC=CC=C2)(C(=O)OCC2=CC=CC=C2)CC(C)C (dibenzyl 2-[1(RS)-(hydroxyphosphinyl)-6phthalimidohexyl]-2-isobutylmalonate). Reactants: OP(=O)C(CCCCCN1C(C=2C(C1=O)=CC=CC2)=O)C(C(=O)OCC2=CC=CC=C2)C(=O)OCC2=CC=CC=C2 (dibenzyl 2-[1(RS)-(hydroxyphosphinyl)-6-phthalimidohexyl]malonate), C(C(C)C)I (isobutyl iodide). Reactants: Cl.C(C1=CC=CC=C1)N1CC(OCC1)COS(=O)(=O)C1=CC=C(C=C1)C (4-Benzyl-2-(p-toluenesulfonyloxymethyl)morpholine hydrochloride), [O-]CC.[Na+] (sodium ethoxide). Solvent: C(C)O (ethanol). Reaction conditions: temperature 70 celsius, time 24 hour. The product is C(C)OCC1CNCCO1 (2-ethoxymethylmorpholine). The yield is 82.2%. RXN SMILES: Cl.C([N:9]1[CH2:14][CH2:13][O:12][CH:11]([CH2:15][O:16]S(C2C=CC(C)=CC=2)(=O)=O)[CH2:10]1)C1C=CC=CC=1.[O-][CH2:28][CH3:29].[Na+]>C(O)C>[CH2:28]([O:16][CH2:15][CH:11]1[O:12][CH2:13][CH2:14][NH:9][CH2:10]1)[CH3:29] |f:0.1,2.3|. Reported procedure: 4-Benzyl-2-(p-toluenesulfonyloxymethyl)morpholine hydrochloride [cf. Reference Example 11-(1)] (3 g) and sodium ethoxide (2 g) are added to ethanol (150 ml), and the mixture is stirred at 70° C. for 24 hours. The reaction mixture is concentrated under reduced pressure, and to the residue is added saturated aqueous sodium hydrogen carbonate, and the mixture is extracted with ethyl acetate. The extract is washed with saturated aqueous sodium hydrogen carbonate solution, dried over anhydrous magnes... Reactants: CC(C)(C)OC(=O)N1CCC(=O)CC1, C1CCOC1, CS(=O)(=O)c1ccc(OC2CCNCC2)cc1, CC(=O)O, ClCCCl, ClCCl, [Na+], [OH-]. Product: CC(C)(C)OC(=O)N1CCC(N2CCC(Oc3ccc(S(C)(=O)=O)cc3)CC2)CC1. RXN SMILES: [C:22](=[O:23])([O:24][C:25]([CH3:26])([CH3:27])[CH3:28])[N:29]1[CH2:30][CH2:31][C:32](=[O:35])[CH2:33][CH2:34]1.[CH2:38]1[O:39][CH2:40][CH2:41][CH2:42]1.[CH3:1][S:2](=[O:3])(=[O:4])[c:5]1[cH:6][cH:7][c:8]([O:9][CH:10]2[CH2:11][CH2:12][NH:13][CH2:14][CH2:15]2)[cH:16][cH:17]1.[CH3:46][C:47](=[O:48])[OH:49].[Cl:18][CH2:19][CH2:20][Cl:21].[Cl:43][CH2:44][Cl:45].[Na+:37].[OH-:36]>>[CH3:1][S:2](=[O:3])(=[O:4])[c:5]1[cH:6][cH:7][c:8]([O:9][CH:10]2[CH2:11][CH2:12][N:13]([CH:32]3[CH2:31][CH2:30][N:29]([C:22](=[O:23])[O:24][C:25]([CH3:26])([CH3:27])[CH3:28])[CH2:34][CH2:33]3)[CH2:14][CH2:15]2)[cH:16][cH:17]1. Reaction SMILES: [CH:1](=[O:2])[c:3]1[cH:4][c:5]([C:6](=[O:7])[OH:8])[cH:9][c:10]([CH:14]([CH3:15])[CH3:16])[c:11]1[O:12][CH3:13].[CH:20]([OH:21])=[O:22].[ClH:17].[NH2:18][OH:19]>>[C:1]([c:3]1[cH:4][c:5]([C:6](=[O:7])[OH:8])[cH:9][c:10]([CH:14]([CH3:15])[CH3:16])[c:11]1[O:12][CH3:13])#[N:18]. Reactants: COc1c(C=O)cc(C(=O)O)cc1C(C)C, O=CO, Cl, NO. Product: COc1c(C#N)cc(C(=O)O)cc1C(C)C. The reactants are O=C1NC(=O)c2ccccc21, CC(C)CCCC(C)C1CCC2C3CC=C4CC(OCCCCCCI)CCC4(C)C3CCC12C, [K], CN(C)C=O. Product: CC(C)CCCC(C)C1CCC2C3CC=C4CC(OCCCCCCN5C(=O)c6ccccc6C5=O)CCC4(C)C3CCC12C. RXN SMILES: [C:36]1(=[O:46])[c:37]2[c:38]([cH:42][cH:43][cH:44][cH:45]2)[C:39](=[O:41])[NH:40]1.[CH3:1][CH:2]([CH3:3])[CH2:4][CH2:5][CH2:6][CH:7]([CH3:8])[CH:9]1[CH2:10][CH2:11][CH:12]2[CH:13]3[CH2:14][CH:15]=[C:16]4[CH2:17][CH:18]([O:28][CH2:29][CH2:30][CH2:31][CH2:32][CH2:33][CH2:34][I:35])[CH2:19][CH2:20][C:21]4([CH3:22])[CH:23]3[CH2:24][CH2:25][C:26]12[CH3:27].[K:47].[O:48]=[CH:49][N:50]([CH3:51])[CH3:52]>>[CH3:1][CH:2]([CH3:3])[CH2:4][CH2:5][CH2:6][CH:7]([CH3:8])[CH:9]1[CH2:10][CH2:11][CH:12]2[CH:13]3[CH2:14][CH:15]=[C:16]4[CH2:17][CH:18]([O:28][CH2:29][CH2:30][CH2:31][CH2:32][CH2:33][CH2:34][N:40]5[C:36](=[O:46])[c:37]6[c:38]([cH:42][cH:43][cH:44][cH:45]6)[C:39]5=[O:41])[CH2:19][CH2:20][C:21]4([CH3:22])[CH:23]3[CH2:24][CH2:25][C:26]12[CH3:27]. Reactants: ClC=1C=C(C=CC1)C1=CN(C=C(C1=O)C1=CC=C(C=C1)Cl)C (3-(3-chlorophenyl)-5-(4-chlorophenyl)-1-methyl-4(1H)-pyridinone), N1C(C=CC=C1)=O (pyridinone), [H-].[Al+3].[Li+].[H-].[H-].[H-] (lithium aluminum hydride). Solvent: CC(C)=O (2-propanone). The product is ClC=1C=C(C=CC1)C1CN(CC(C1=O)C1=CC=C(C=C1)Cl)C (3-(3-chlorophenyl)-5-(4-chlorophenyl)-1-methyl-4-piperidinone). RXN SMILES: [Cl:1][C:2]1[CH:3]=[C:4]([C:8]2[C:13](=[O:14])[C:12]([C:15]3[CH:20]=[CH:19][C:18]([Cl:21])=[CH:17][CH:16]=3)=[CH:11][N:10]([CH3:22])[CH:9]=2)[CH:5]=[CH:6][CH:7]=1.N1C=CC=CC1=O.[H-].[Al+3].[Li+].[H-].[H-].[H-]>CC(=O)C>[Cl:1][C:2]1[CH:3]=[C:4]([CH:8]2[C:13](=[O:14])[CH:12]([C:15]3[CH:16]=[CH:17][C:18]([Cl:21])=[CH:19][CH:20]=3)[CH2:11][N:10]([CH3:22])[CH2:9]2)[CH:5]=[CH:6][CH:7]=1 |f:2.3.4.5.6.7|. Procedure: A 10 g. portion of 3-(3-chlorophenyl)-5-(4-chlorophenyl)-1-methyl-4(1H)-pyridinone was made from 33.6 g. of the corresponding 2-propanone by the procedures of Examples 1-3. The pyridinone was reduced with lithium aluminum hydride and the reaction mixture was separated by chromatography as described in the examples above. The products of Examples 15 and 16 were obtained as a mixture containing both, combined yield 2.1 g., m.p. 125.5°.